Dataset: the Open Reaction Database (ORD), a public repository of structured organic reaction records. Task: describe an organic reaction: reactants, conditions, products, and yield Starting materials: CCOC(=O)c1cnc2c(-c3ccc(Cc4ccccc4)cc3)cnn2c1O, CCO, Cl, [Na+], [OH-], O. RXN SMILES: [CH2:1]([c:2]1[cH:3][cH:4][cH:5][cH:6][cH:7]1)[c:8]1[cH:9][cH:10][c:11](-[c:14]2[cH:15][n:16][n:17]3[c:18]2[n:19][cH:20][c:21]([C:24](=[O:25])[O:26][CH2:27][CH3:28])[c:22]3[OH:23])[cH:12][cH:13]1.[CH3:31][CH2:32][OH:33].[ClH:34].[Na+:30].[OH-:29].[OH2:35]>>[CH2:1]([c:2]1[cH:3][cH:4][cH:5][cH:6][cH:7]1)[c:8]1[cH:9][cH:10][c:11](-[c:14]2[cH:15][n:16][n:17]3[c:18]2[n:19][cH:20][c:21]([C:24](=[O:25])[OH:26])[c:22]3[OH:23])[cH:12][cH:13]1. Yields the product O=C(O)c1cnc2c(-c3ccc(Cc4ccccc4)cc3)cnn2c1O. Starting materials: 1, FC(C(=O)O)(F)F.FC(C(=O)NCC1=CC=C(C=C1)F)(N1N=NC(=C1)C1=CC(=C(C=C1)N1C=NC(=C1)C)OC)F (2,2-Difluoro-N-(4-fluoro-benzyl)-2-{4-[3-methoxy-4-(4-methyl-imidazol-1-yl)-phenyl]-[1,2,3]triazol-1-yl}-acetamide trifluoroacetate salt), C(C)O (ethanol). Yields the product FC1=CC=CC2=C1CC[C@@H](C(N2CC(F)(F)F)=O)N2N=NC(=C2)C2=CC(=C(C=C2)N2C=NC(=C2)C)OC ((S)-6-fluoro-3-{4-[3-methoxy-4-(4-methyl-1H-imidazol-1-yl)phenyl]-1H-1,2,3-triazol-1-yl}-1-(2,2,2-trifluoroethyl)-1,3,4,5-tetrahydro-2H-1-benzazepin-2-one). Reaction SMILES: [F:1][C:2]([F:7])([F:6])[C:3](O)=O.F[C:9](F)([N:21]1[CH:25]=[C:24]([C:26]2[CH:31]=[CH:30][C:29]([N:32]3[CH:36]=[C:35]([CH3:37])[N:34]=[CH:33]3)=[C:28]([O:38][CH3:39])[CH:27]=2)[N:23]=[N:22]1)[C:10]([NH:12][CH2:13][C:14]1[CH:19]=[CH:18][C:17]([F:20])=[CH:16][CH:15]=1)=[O:11].[CH2:41](O)C>>[F:20][C:17]1[C:16]2[CH2:15][CH2:41][C@H:9]([N:21]3[CH:25]=[C:24]([C:26]4[CH:31]=[CH:30][C:29]([N:32]5[CH:36]=[C:35]([CH3:37])[N:34]=[CH:33]5)=[C:28]([O:38][CH3:39])[CH:27]=4)[N:23]=[N:22]3)[C:10](=[O:11])[N:12]([CH2:3][C:2]([F:7])([F:6])[F:1])[C:13]=2[CH:14]=[CH:19][CH:18]=1 |f:0.1|. Procedure: Resolution (of the free base):75% ethanol/25% heptane Column: Chiralcel OJ-H; 254 nm detection; enantiomer 1 (465 mg), enantiomer 2 (489 mg). Starting materials: COC(COC1=C(C=C(C=C1)NC)I)=O ((2-iodo-4-methylamino-phenoxy)-acetic acid methyl ester), ClCC1=C(N=C(S1)C1=CC=C(C=C1)C(F)(F)F)C (5-chloromethyl-4-methyl-2-(4-trifluoromethyl-phenyl)-thiazole), C([O-])([O-])=O.[K+].[K+] (potassium carbonate), [I-].[Na+] (sodium iodide). Run in CS(=O)C (DMSO), CCOCC (ether). Reaction conditions: time 2.5 hour. The product is COC(COC1=C(C=C(C=C1)N(CC1=C(N=C(S1)C1=CC=C(C=C1)C(F)(F)F)C)C)I)=O ((2-iodo-4-{methyl-[4-methyl-2-(4-trifluoromethyl-phenyl)-thiazol-5-ylmethyl]-amino}-phenoxy)-acetic acid methyl ester). Isolated yield 87.3%. Reaction SMILES: C(=O)([O-])[O-].[K+].[K+].[I-].[Na+].[CH3:9][O:10][C:11](=[O:23])[CH2:12][O:13][C:14]1[CH:19]=[CH:18][C:17]([NH:20][CH3:21])=[CH:16][C:15]=1[I:22].Cl[CH2:25][C:26]1[S:30][C:29]([C:31]2[CH:36]=[CH:35][C:34]([C:37]([F:40])([F:39])[F:38])=[CH:33][CH:32]=2)=[N:28][C:27]=1[CH3:41]>CS(C)=O.CCOCC>[CH3:9][O:10][C:11](=[O:23])[CH2:12][O:13][C:14]1[CH:19]=[CH:18][C:17]([N:20]([CH3:21])[CH2:25][C:26]2[S:30][C:29]([C:31]3[CH:36]=[CH:35][C:34]([C:37]([F:40])([F:39])[F:38])=[CH:33][CH:32]=3)=[N:28][C:27]=2[CH3:41])=[CH:16][C:15]=1[I:22] |f:0.1.2,3.4|. Procedure: A suspension of potassium carbonate (45 mg, 0.33 mmol), sodium iodide (45 mg, 0.30 mmol) and of (2-iodo-4-methylamino-phenoxy)-acetic acid methyl ester (73 mg, 0.35 mmol) in DMSO (4 ml) was treated with 5-chloromethyl-4-methyl-2-(4-trifluoromethyl-phenyl)-thiazole (96 mg, 0.30 mmol, WO02/28433) in 3 portions over 1.5 h. The reaction mixture was stirred for total 2.5 h at RT, taken up in ether and washed with KHSO4-solution (10%). The organic phase was washed with NaCl (10%), dried (Na2SO4) and e... Starting materials: CC(C)(C)OC(=O)CBr, O=C([O-])[O-], CCOC(C)=O, [Cs+], [Cs+], O=C(NCc1cccc([N+](=O)[O-])c1)C(F)(F)F, CN(C)C=O. Product: CC(C)(C)OC(=O)CN(Cc1cccc([N+](=O)[O-])c1)C(=O)C(F)(F)F. Reaction SMILES: [Br:1][CH2:2][C:3](=[O:4])[O:5][C:6]([CH3:7])([CH3:8])[CH3:9].[C:27](=[O:28])([O-:29])[O-:30].[CH3:38][CH2:39][O:40][C:41]([CH3:42])=[O:43].[Cs+:31].[Cs+:32].[F:10][C:11]([C:12](=[O:13])[NH:14][CH2:15][c:16]1[cH:17][c:18]([N+:22](=[O:23])[O-:24])[cH:19][cH:20][cH:21]1)([F:25])[F:26].[O:33]=[CH:34][N:35]([CH3:36])[CH3:37]>>[CH2:2]([C:3](=[O:4])[O:5][C:6]([CH3:7])([CH3:8])[CH3:9])[N:14]([C:12]([C:11]([F:10])([F:25])[F:26])=[O:13])[CH2:15][c:16]1[cH:17][c:18]([N+:22](=[O:23])[O-:24])[cH:19][cH:20][cH:21]1. Yields the product CCc1cc(C#N)cc(C)c1CC(=O)OC. RXN SMILES: [Br:1][c:2]1[cH:3][c:4]([CH2:14][CH3:15])[c:5]([CH2:9][C:10](=[O:11])[O:12][CH3:13])[c:6]([CH3:8])[cH:7]1.[CH3:21][N:22]([CH3:23])[CH:24]=[O:25].[Cu:16]([C:17]#[N:18])[C:19]#[N:20].[OH2:26]>>[c:2]1([C:17]#[N:18])[cH:3][c:4]([CH2:14][CH3:15])[c:5]([CH2:9][C:10](=[O:11])[O:12][CH3:13])[c:6]([CH3:8])[cH:7]1. Reactants: CCc1cc(Br)cc(C)c1CC(=O)OC, CN(C)C=O, N#C[Cu]C#N, O. The reactants are CC(=O)Nc1ccccn1, ClCCl, Cl, [Na+], [Na+], O, O=P([O-])([O-])O. Yields the product CC(=O)Nc1ccc(Cl)cn1. Reaction SMILES: [C:1]([CH3:2])(=[O:3])[NH:4][c:5]1[n:6][cH:7][cH:8][cH:9][cH:10]1.[Cl:18][CH2:19][Cl:20].[Cl:21].[Na+:11].[Na+:12].[OH2:22].[OH:13][P:14](=[O:15])([O-:16])[O-:17]>>[C:1]([CH3:2])(=[O:3])[NH:4][c:5]1[n:6][cH:7][c:8]([Cl:18])[cH:9][cH:10]1. The reactants are C(C)(CC)N (sec-butylamine), BrC(C(=O)C1=C2C=CC(NC2=C(C=C1)O)=O)CC (5-(α-bromobutyryl)-8-hydroxycarbostyril). Run in CO (methanol). The product is C(C)(CC)NC(C(=O)C1=C2C=CC(NC2=C(C=C1)O)=O)CC (5-(α-sec-butylaminobutyryl)-8-hydroxycarbostyril). Reaction SMILES: [CH:1]([NH2:5])([CH2:3][CH3:4])[CH3:2].Br[CH:7]([CH2:22][CH3:23])[C:8]([C:10]1[CH:19]=[CH:18][C:17]([OH:20])=[C:16]2[C:11]=1[CH:12]=[CH:13][C:14](=[O:21])[NH:15]2)=[O:9]>CO>[CH:1]([NH:5][CH:7]([CH2:22][CH3:23])[C:8]([C:10]1[CH:19]=[CH:18][C:17]([OH:20])=[C:16]2[C:11]=1[CH:12]=[CH:13][C:14](=[O:21])[NH:15]2)=[O:9])([CH2:3][CH3:4])[CH3:2]. Procedure details: 10 ml of iso-propylamine (III) and 50 ml of methanol were added to 5 g of the 5-(α-bromobutyryl)-8-hydroxycarbostyril (IV) obtained in Examples 1 to 3. The resulting mixture was heated under refluxing for 6 hours followed by concentration to dryness. The reaction product was further worked up in the same manner as described in Example 1 to obtain 4.2 g of a methanol solvate of 5-(α-iso-propylaminobutyryl)-8-hydroxycarbostyril (II) having a melting point of 136°-137° C (with foaming and decomposi... Reactants: O=[N+]([O-])c1ccc(CBr)cc1, O=C([O-])[O-], C1COCCN1, C1CCOC1, [K+], [K+]. Product: O=[N+]([O-])c1ccc(CN2CCOCC2)cc1. As a reaction SMILES: [Br:1][CH2:2][c:3]1[cH:4][cH:5][c:6]([N+:9](=[O:10])[O-:11])[cH:7][cH:8]1.[C:12](=[O:13])([O-:14])[O-:15].[CH2:18]1[CH2:19][O:20][CH2:21][CH2:22][NH:23]1.[CH2:24]1[O:25][CH2:26][CH2:27][CH2:28]1.[K+:16].[K+:17]>>[CH2:2]([c:3]1[cH:4][cH:5][c:6]([N+:9](=[O:10])[O-:11])[cH:7][cH:8]1)[N:23]1[CH2:18][CH2:19][O:20][CH2:21][CH2:22]1. Starting materials: C(C)(=O)OCC1=C(C(C2=CC=CC=C2)O)C=C(C=C1)Cl (2-acetoxymethyl-5-chloro-benzhydrol), P(Br)(Br)Br (phosphorus tribromide). The solvent is C(C)OCC (ethyl ether), C(C)OCC (ethyl ether). Reaction conditions: time 3 hour. Product: C(C)(=O)OCC1=C(C(C2=CC=CC=C2)Br)C=C(C=C1)Cl (2-Acetoxymethyl-5-chloro-α-(phenyl)benzyl bromide). As a reaction SMILES: [C:1]([O:4][CH2:5][C:6]1[CH:19]=[CH:18][C:17]([Cl:20])=[CH:16][C:7]=1[CH:8](O)[C:9]1[CH:14]=[CH:13][CH:12]=[CH:11][CH:10]=1)(=[O:3])[CH3:2].P(Br)(Br)[Br:22]>C(OCC)C>[C:1]([O:4][CH2:5][C:6]1[CH:19]=[CH:18][C:17]([Cl:20])=[CH:16][C:7]=1[CH:8]([Br:22])[C:9]1[CH:14]=[CH:13][CH:12]=[CH:11][CH:10]=1)(=[O:3])[CH3:2]. Reported procedure: To a solution of 45 g. of 2-acetoxymethyl-5-chloro-benzhydrol in 270 ml. of ethyl ether, 13.7 g. of phosphorus tribromide in 45 ml. ethyl ether is added and the solution is stirred for 3 hours at room temperature. The organic solution is successively washed with a sodium bicarbonate solution and with water. After drying over sodium sulfate and evaporation of the solvent, 43.1 grams of the crude title compound is obtained which may be used for further reaction steps. B.p. 175°-180° C. 0.5 mm Hg. As a reaction SMILES: [CH2:67]1[O:68][CH2:69][CH2:70][CH2:71]1.[CH3:1][N:2]([CH3:3])[CH2:4][CH2:5][CH2:6][NH:7][C:8]([c:9]1[cH:10][c:11](-[c:12]2[cH:13][cH:14][c:15]([CH2:16][S:17][CH2:18][CH2:19][O:20][c:21]3[cH:22][cH:23][cH:24][cH:25][cH:26]3)[cH:27][cH:28]2)[cH:29][cH:30][cH:31]1)=[O:32].[CH3:59][N:60]([CH2:61][CH2:62][CH2:63][CH2:64][NH2:65])[CH3:66].[O:33]([c:34]1[cH:35][cH:36][cH:37][cH:38][cH:39]1)[CH2:40][CH2:41][S:42][CH2:43][c:44]1[c:45](-[c:50]2[cH:51][cH:52][c:53]([C:56](=[O:57])[OH:58])[cH:54][cH:55]2)[cH:46][cH:47][cH:48][cH:49]1>>[O:33]([c:34]1[cH:35][cH:36][cH:37][cH:38][cH:39]1)[CH2:40][CH2:41][S:42][CH2:43][c:44]1[c:45](-[c:50]2[cH:51][cH:52][c:53]([C:56](=[O:57])[NH:65][CH2:64][CH2:63][CH2:62][CH2:61][N:60]([CH3:59])[CH3:66])[cH:54][cH:55]2)[cH:46][cH:47][cH:48][cH:49]1. The product is CN(C)CCCCNC(=O)c1ccc(-c2ccccc2CSCCOc2ccccc2)cc1. Starting materials: C1CCOC1, CN(C)CCCNC(=O)c1cccc(-c2ccc(CSCCOc3ccccc3)cc2)c1, CN(C)CCCCN, O=C(O)c1ccc(-c2ccccc2CSCCOc2ccccc2)cc1.